Dataset: the Open Reaction Database (ORD), a public repository of structured organic reaction records. Task: describe an organic reaction: reactants, conditions, products, and yield Reactants: C1CCOC1, C=CC1(CC(=O)O)CC(C)(C)CC(C)(C)C1, C(=NC1CCCCC1)=NC1CCCCC1, [NH4+], [OH-], O=C1CCC(=O)N1O. Yields the product C=CC1(CC(N)=O)CC(C)(C)CC(C)(C)C1. RXN SMILES: [CH2:42]1[O:43][CH2:44][CH2:45][CH2:46]1.[CH3:24][C:25]1([CH3:39])[CH2:26][C:27]([CH:33]=[CH2:34])([CH2:35][C:36](=[O:37])[OH:38])[CH2:28][C:29]([CH3:31])([CH3:32])[CH2:30]1.[CH:9]1([N:10]=[C:11]=[N:12][CH:13]2[CH2:14][CH2:15][CH2:16][CH2:17][CH2:18]2)[CH2:19][CH2:20][CH2:21][CH2:22][CH2:23]1.[NH4+:41].[OH-:40].[OH:1][N:2]1[C:3](=[O:4])[CH2:5][CH2:6][C:7]1=[O:8]>>[NH2:2][C:36]([CH2:35][C:27]1([CH:33]=[CH2:34])[CH2:26][C:25]([CH3:24])([CH3:39])[CH2:30][C:29]([CH3:31])([CH3:32])[CH2:28]1)=[O:37]. Reaction SMILES: [OH-].[Na+].C([O:6][C:7]1[C:8]([O:22][CH3:23])=[C:9]([O:20][CH3:21])[C:10]2[O:14][C:13]([CH2:16][Br:17])([CH3:15])[CH2:12][C:11]=2[C:18]=1[CH3:19])(=O)C.Cl>CO>[Br:17][CH2:16][C:13]1([CH3:15])[CH2:12][C:11]2[C:18]([CH3:19])=[C:7]([OH:6])[C:8]([O:22][CH3:23])=[C:9]([O:20][CH3:21])[C:10]=2[O:14]1 |f:0.1|. Procedure: An aqueous 2.5N sodium hydroxide solution (20 ml) was added to a solution (20 ml) of 5-acetoxy-2-bromomethyl-2,3-dihydro-6,7-dimethoxy-2,4-dimethylbenzofuran (2.5 g) in methanol (20 ml), and the mixture was stirred under an atmosphere of argon at room temperature for 1 hour. The reaction mixture was made acidic with 3N hydrochloric acid, and then extracted with ethyl acetate. The extract was washed with saturated brine, dried over anhydrous magnesium sulfate and concentrated under reduced pressu... Isolated yield 86.1%. Product: BrCC1(OC2=C(C1)C(=C(C(=C2OC)OC)O)C)C (2-Bromomethyl-2,3-dihydro-6,7-dimethoxy-2,4-dimethylbenzofuran-5-ol). Starting materials: [OH-].[Na+] (sodium hydroxide), C(C)(=O)OC=1C(=C(C2=C(CC(O2)(C)CBr)C1C)OC)OC (5-acetoxy-2-bromomethyl-2,3-dihydro-6,7-dimethoxy-2,4-dimethylbenzofuran), Cl (hydrochloric acid). The solvent is CO (methanol). Run at time 1 hour. The reactants are [Al+3], [Al], C=CC[Si](C)(C)C, Cc1ccccc1, [Cl-], [Cl-], [Cl-], Nc1ccccc1, [Na+], [OH-], O. Product: CC(C[Si](C)(C)C)c1ccccc1N. As a reaction SMILES: [Al+3:18].[Al:19].[CH2:8]([CH:9]=[CH2:10])[Si:11]([CH3:12])([CH3:13])[CH3:14].[CH3:23][c:24]1[cH:25][cH:26][cH:27][cH:28][cH:29]1.[Cl-:15].[Cl-:16].[Cl-:17].[NH2:1][c:2]1[cH:3][cH:4][cH:5][cH:6][cH:7]1.[Na+:21].[OH-:20].[OH2:22]>>[NH2:1][c:2]1[c:3]([CH:9]([CH2:8][Si:11]([CH3:12])([CH3:13])[CH3:14])[CH3:10])[cH:4][cH:5][cH:6][cH:7]1. Starting materials: OC1=CC=C(C=C1)C(C)=O (p-hydroxyacetophenone), C(CC#N)#N (malononitrile), C(C)(=O)[O-].[NH4+] (ammonium acetate), C(C)(=O)O (acetic acid). Run in O (water), C(C)OCC (diethyl ether), C1(=CC=CC=C1)C (toluene). The product is C(#N)C(=C(C)C1=CC=C(C=C1)O)C#N (p-(2,2-dicyano-1-methylvinyl)phenol). The yield is 77.0%. Reaction SMILES: [OH:1][C:2]1[CH:7]=[CH:6][C:5]([C:8](=O)[CH3:9])=[CH:4][CH:3]=1.[C:11](#[N:15])[CH2:12][C:13]#[N:14].C([O-])(=O)C.[NH4+].C(O)(=O)C>C(OCC)C.O.C1(C)C=CC=CC=1>[C:13]([C:12]([C:11]#[N:15])=[C:8]([C:5]1[CH:6]=[CH:7][C:2]([OH:1])=[CH:3][CH:4]=1)[CH3:9])#[N:14] |f:2.3|. Reported procedure: A mixture of 92.0 g of p-hydroxyacetophenone, 44.6 g of malononitrile, 5.2 g of ammonium acetate, 8.1 g of acetic acid and 500 ml of toluene was boiled on a water separator for 2 hours while stirring. After cooling, the two-phase mixture was diluted with 700 ml of diethyl ether. The dark red solution was washed four times with 50 ml of saturated sodium chloride solution, dried over sodium sulphate, filtered and evaporated. By fractional crystallization from diisopropyl ether there were obtained ... Reactants: C1(CCCCCCC1)O (cyclooctanol), ClC(=O)OCC (ethyl chloroformate). Product: C(OCC)(OC1CCCCCCC1)=O (Ethyl cyclooctyl carbonate). RXN SMILES: [CH:1]1([OH:9])[CH2:8][CH2:7][CH2:6][CH2:5][CH2:4][CH2:3][CH2:2]1.Cl[C:11]([O:13][CH2:14][CH3:15])=[O:12]>>[C:11](=[O:12])([O:9][CH:1]1[CH2:8][CH2:7][CH2:6][CH2:5][CH2:4][CH2:3][CH2:2]1)[O:13][CH2:14][CH3:15]. Procedure details: The product was obtained similarly as in Example 1 by reacting cyclooctanol with ethyl chloroformate and a colorless liquid was obtained. Reactants: C1(CC1)C(CC#C)(CCCC)O[Si](C)(C)C (4-Cyclopropyl-4-trimethylsiloxy-1-octyne), C(CCC)[SnH](CCCC)CCCC (tri-n-butyltin hydride), N(=NC(C#N)(C)C)C(C#N)(C)C (azobisisobutyronitrile), vinyl hydrogens. Conditions: temperature 85 celsius. The product is C1(CC1)C(C/C=C/[Sn](CCCC)(CCCC)CCCC)(CCCC)O[Si](C)(C)C (4-Cyclopropyl-4-trimethylsiloxy-1-(tri-n-butyl-stannyl)-trans-1-octene). As a reaction SMILES: [CH:1]1([C:4]([O:12][Si:13]([CH3:16])([CH3:15])[CH3:14])([CH2:8][CH2:9][CH2:10][CH3:11])[CH2:5][C:6]#[CH:7])[CH2:3][CH2:2]1.[CH2:17]([SnH:21]([CH2:26][CH2:27][CH2:28][CH3:29])[CH2:22][CH2:23][CH2:24][CH3:25])[CH2:18][CH2:19][CH3:20].N(C(C)(C)C#N)=NC(C)(C)C#N>>[CH:1]1([C:4]([O:12][Si:13]([CH3:16])([CH3:14])[CH3:15])([CH2:8][CH2:9][CH2:10][CH3:11])[CH2:5]/[CH:6]=[CH:7]/[Sn:21]([CH2:22][CH2:23][CH2:24][CH3:25])([CH2:26][CH2:27][CH2:28][CH3:29])[CH2:17][CH2:18][CH2:19][CH3:20])[CH2:2][CH2:3]1. Reported procedure: A stirred mixture of 23.8 g of 4-cyclopropyl-4-tri-methylsiloxy-1-octyne (Example 10), 28 ml of tri-n-butyltin hydride, and 50 mg of azobisisobutyronitrile under nitrogen is heated to 85° C. After the resulting exothermic reaction subsides the mixture is heated at 130° C for 1 hour. The crude product is evaporatively distilled to give a liquid, p.m.r. spectrum (C D Cl3): δ0.10 (trimethylsiloxy group), 2.33 (doublet, =CHCH2), and 6.02 (vinyl hydrogens). Reactants: step-ii, FC=1C=C(CN2N=C(C(=C2)C2OC(C(O2)(C)C)(C)C)C)C=CC1 (1-(3-fluorobenzyl)-3-methyl-4-(4,4,5,5-tetramethyl-1,3-dioxolan-2-yl)-1H-pyrazole), FC=1C=C(CN2N=C(C(=C2)C2OC(C(O2)(C)C)(C)C)C)C=CC1 (1-(3-fluorobenzyl)-3-methyl-4-(4,4,5,5-tetramethyl-1,3-dioxolan-2-yl)-1H-pyrazole), IC1=CN(C2=NC=C(C=C21)C2=CC=C(C=C2)N2CCN(CC2)C(=O)OC(C)(C)C)S(=O)(=O)C2=CC=C(C)C=C2 (tert-butyl 4-(4-(3-iodo-1-tosyl-1H-pyrrolo[2,3-b]pyridin-5-yl)phenyl)piperazine-1-carboxylate), IC1=CN(C2=NC=C(C=C21)C2=CC=C(C=C2)N2CCN(CC2)C(=O)OC(C)(C)C)S(=O)(=O)C2=CC=C(C)C=C2 (tert-butyl 4-(4-(3-iodo-1-tosyl-1H-pyrrolo[2,3-b]pyridin-5-yl)phenyl)piperazine-1-carboxylate), C([O-])([O-])=O.[Na+].[Na+] (sodium carbonate). The reagents and catalysts are Cl[Pd]([P](C1=CC=CC=C1)(C2=CC=CC=C2)C3=CC=CC=C3)([P](C4=CC=CC=C4)(C5=CC=CC=C5)C6=CC=CC=C6)Cl (Pd(PPh3)2Cl2). The solvent is C1(=CC=CC=C1)C.C(C)O.O (Toluene ethanol water). Product: FC=1C=C(CN2N=CC(=C2C)C2=CN(C3=NC=C(C=C32)C3=CC=C(C=C3)N3CCN(CC3)C(=O)OC(C)(C)C)S(=O)(=O)C3=CC=C(C)C=C3)C=CC1 (tert-butyl 4-(4-(3-(1-(3-fluorobenzyl)-5-methyl-1H-pyrazol-4-yl)-1-tosyl-1H-pyrrolo[2,3-b]pyridin-5-yl)phenyl)piperazine-1-carboxylate). The yield is 76.2%. Reaction SMILES: I[C:2]1[C:10]2[C:5](=[N:6][CH:7]=[C:8]([C:11]3[CH:16]=[CH:15][C:14]([N:17]4[CH2:22][CH2:21][N:20]([C:23]([O:25][C:26]([CH3:29])([CH3:28])[CH3:27])=[O:24])[CH2:19][CH2:18]4)=[CH:13][CH:12]=3)[CH:9]=2)[N:4]([S:30]([C:33]2[CH:39]=[CH:38][C:36]([CH3:37])=[CH:35][CH:34]=2)(=[O:32])=[O:31])[CH:3]=1.[F:40][C:41]1[CH:42]=[C:43]([CH:60]=[CH:61][CH:62]=1)[CH2:44][N:45]1[CH:49]=[C:48](C2OC(C)(C)C(C)(C)O2)[C:47](C)=[N:46]1.[C:63](=O)([O-])[O-].[Na+].[Na+]>Cl[Pd](Cl)([P](C1C=CC=CC=1)(C1C=CC=CC=1)C1C=CC=CC=1)[P](C1C=CC=CC=1)(C1C=CC=CC=1)C1C=CC=CC=1.C1(C)C=CC=CC=1.C(O)C.O>[F:40][C:41]1[CH:42]=[C:43]([CH:60]=[CH:61][CH:62]=1)[CH2:44][N:45]1[C:49]([CH3:63])=[C:48]([C:2]2[C:10]3[C:5](=[N:6][CH:7]=[C:8]([C:11]4[CH:16]=[CH:15][C:14]([N:17]5[CH2:22][CH2:21][N:20]([C:23]([O:25][C:26]([CH3:29])([CH3:28])[CH3:27])=[O:24])[CH2:19][CH2:18]5)=[CH:13][CH:12]=4)[CH:9]=3)[N:4]([S:30]([C:33]3[CH:39]=[CH:38][C:36]([CH3:37])=[CH:35][CH:34]=3)(=[O:32])=[O:31])[CH:3]=2)[CH:47]=[N:46]1 |f:2.3.4,6.7.8,^1:71,90|. Reported procedure: Using similar reaction conditions as described in step-ii of example-1, tert-butyl 4-(4-(3-iodo-1-tosyl-1H-pyrrolo[2,3-b]pyridin-5-yl)phenyl)piperazine-1-carboxylate (intermediate 41) (300 mg, 0.455 mmol) was coupled with 1-(3-fluorobenzyl)-5-methyl-4-(4,4,5,5-tetramethyl-1,3,2-dioxaborolan-2-yl)-1H-pyrazole (intermediate 12) (187 mg, 0.592 mmol) in sodium carbonate (145 mg, 1.365 mmol), Pd(PPh3)2Cl2 (16 mg, 0.0227 mmol), Toluene/ethanol/water (5/10/1 ml) to give 250 mg (76.2% yield) of titled c... Starting materials: BrC(C)C1=CC=NC=2N1N=CN2 (7-(1-bromoethyl)-1,2,4-triazolo[1,5-a]pyrimidine), FC1=C(C=CC(=C1)F)O (2,4-difluorophenol), [H-].[Na+] (sodium hydride). The solvent is COCCOC (1,2-dimethoxyethane), COCCOC (1,2-dimethoxyethane), COCCOC (1,2-dimethoxyethane). Conditions: time 30 minute. Yields the product FC1=C(OC(C)C2=CC=NC=3N2N=CN3)C=CC(=C1)F (7-[1-(2,4-difluorophenoxy)ethyl]-1,2,4-triazolo[1,5-a]pyrimidine). As a reaction SMILES: [F:1][C:2]1[CH:7]=[C:6]([F:8])[CH:5]=[CH:4][C:3]=1[OH:9].[H-].[Na+].Br[CH:13]([C:15]1[N:20]2[N:21]=[CH:22][N:23]=[C:19]2[N:18]=[CH:17][CH:16]=1)[CH3:14]>COCCOC>[F:1][C:2]1[CH:7]=[C:6]([F:8])[CH:5]=[CH:4][C:3]=1[O:9][CH:13]([C:15]1[N:20]2[N:21]=[CH:22][N:23]=[C:19]2[N:18]=[CH:17][CH:16]=1)[CH3:14] |f:1.2|. Reported procedure: A solution of 2,4-difluorophenol (1.30 g) in dry 1,2-dimethoxyethane was added slowly to a stirred suspension of sodium hydride (0.48 g) in dry 1,2-dimethoxyethane (35 ml). The mixture was stirred for 30 minutes, then a solution of 7-(1-bromoethyl)-1,2,4-triazolo[1,5-a]pyrimidine (2.27 g, prepared in a similar manner to that described in Example 6) in dry 1,2-dimethoxyethane (85 ml) was added dropwise. The reaction mixture was stirred overnight at room temperature. The sodium bromide was removed... The reactants are ice water, N1=CC=CC=C1 (pyridine), C(C)(=O)OC(C)=O (acetic anhydride), [N+](=O)([O-])CCC(=O)C1=CC=C(C=C1)CCCCCCCC (3-nitro-1-(4-octylphenyl)propan-1-one), [BH4-].[Na+] (sodium borohydride). Run in ClCCl (dichloromethane), C(C)(=O)OCC (ethyl acetate), CO (methanol). Reaction conditions: time 4.5 hour. Product: C(C)(=O)OC(CC[N+](=O)[O-])C1=CC=C(C=C1)CCCCCCCC (3-nitro-1-(4-octylphenyl)propyl acetate). The yield is 94.0%. Reaction SMILES: [N+:1]([CH2:4][CH2:5][C:6]([C:8]1[CH:13]=[CH:12][C:11]([CH2:14][CH2:15][CH2:16][CH2:17][CH2:18][CH2:19][CH2:20][CH3:21])=[CH:10][CH:9]=1)=[O:7])([O-:3])=[O:2].[BH4-].[Na+].N1C=CC=CC=1.[C:30](OC(=O)C)(=[O:32])[CH3:31]>CO.C(OCC)(=O)C.ClCCl>[C:30]([O:7][CH:6]([C:8]1[CH:9]=[CH:10][C:11]([CH2:14][CH2:15][CH2:16][CH2:17][CH2:18][CH2:19][CH2:20][CH3:21])=[CH:12][CH:13]=1)[CH2:5][CH2:4][N+:1]([O-:3])=[O:2])(=[O:32])[CH3:31] |f:1.2|. Procedure details: To a solution of 3-nitro-1-(4-octylphenyl)propan-1-one (12) (5.00 g) in methanol (25 ml) was added sodium borohydride (0.8 g) at 0° C. and the mixture was left at room temperature for 4.5 hr. The suspension was diluted with ethyl acetate and washed successively with 1 N HCl, sodium bicarbonate solution and brine. The ethyl acetate layer was dried over anhydrous Na2SO4 and concentrated. To the residue was added pyridine (1.5 eq), dichloromethane (10 v) and acetic anhydride (10 eq), and the mixtur... Starting materials: ClC=1C=C(C=NC1OC)CO (5-chloro-3-hydroxymethyl-6-methoxypyridine), [H-].[Na+] (sodium hydride), oil, ClC=1C=C(C#N)C=CC1F (3-Chloro-4-fluorobenzonitrile). Solvent: CN(C)C=O (DMF). Reaction conditions: temperature 0 celsius, time 30 minute. The product is ClC=1C=C(C#N)C=CC1OCC=1C=NC(=C(C1)Cl)OC (3-Chloro-4-[(5-chloro-6-methoxypyridin-3-yl)methoxy]benzonitrile). The yield is 100.0%. RXN SMILES: [Cl:1][C:2]1[CH:3]=[C:4]([CH2:10][OH:11])[CH:5]=[N:6][C:7]=1[O:8][CH3:9].[H-].[Na+].[Cl:14][C:15]1[CH:16]=[C:17]([CH:20]=[CH:21][C:22]=1F)[C:18]#[N:19]>CN(C=O)C>[Cl:14][C:15]1[CH:16]=[C:17]([CH:20]=[CH:21][C:22]=1[O:11][CH2:10][C:4]1[CH:5]=[N:6][C:7]([O:8][CH3:9])=[C:2]([Cl:1])[CH:3]=1)[C:18]#[N:19] |f:1.2|. Procedure details: To a solution of 5-chloro-3-hydroxymethyl-6-methoxypyridine (50 mg, 0.29 mmol) in DMF (3 mL) was added sodium hydride dispersion in oil (60%, 13.8 mg, 0.576 mmol) and the reaction stirred at 0° C. for 30 minutes. 3-Chloro-4-fluorobenzonitrile (45 mg, 0.288 mmol) was then added and the reaction stirred, warming to room temperature for 2 hours. The reaction was poured onto water (10 mL) and extracted with EtOAc (10 mL), dried over sodium sulfate and concentrated in vacuo to afford the title compou...